From a dataset of the Open Reaction Database (ORD), a public repository of structured organic reaction records. describe an organic reaction: reactants, conditions, products, and yield The reactants are NC1=CC=C(C=C1)C(CO)(CO)C (2-(4-aminophenyl)-2-methylpropane-1,3-diol), ClC(=O)OC1=CC=CC=C1 (phenyl chloroformate). Run in C(=O)(O)[O-].[Na+] (NaHCO3), O (water), C1CCOC1 (THF), O (water). Reaction conditions: temperature 0 celsius, time 0.5 hour. Product: OCC(CO)(C)C1=CC=C(C=C1)NC(OC1=CC=CC=C1)=O (phenyl 4-(1,3-dihydroxy-2-methylpropan-2-yl)phenylcarbamate). Isolated yield 66.1%. RXN SMILES: [NH2:1][C:2]1[CH:7]=[CH:6][C:5]([C:8]([CH3:13])([CH2:11][OH:12])[CH2:9][OH:10])=[CH:4][CH:3]=1.Cl[C:15]([O:17][C:18]1[CH:23]=[CH:22][CH:21]=[CH:20][CH:19]=1)=[O:16]>C([O-])(O)=O.[Na+].O.C1COCC1>[OH:10][CH2:9][C:8]([C:5]1[CH:4]=[CH:3][C:2]([NH:1][C:15](=[O:16])[O:17][C:18]2[CH:23]=[CH:22][CH:21]=[CH:20][CH:19]=2)=[CH:7][CH:6]=1)([CH3:13])[CH2:11][OH:12] |f:2.3|. Reported procedure: To a stirred solution of 2-(4-aminophenyl)-2-methylpropane-1,3-diol (1 g, 5.52 mmol, 1.0 eq) in sat. aq. NaHCO3 (4 mL), water (2 mL) and THF (4 mL) was added phenyl chloroformate (0.76 mL, 6.08 mmol, 1.1 eq) at 0° C. and the mixture was stirred at 0° C. for 0.5 h. The mixture was diluted with water (10 mL) and extracted with EtOAc (2×30 mL). The combined organic layer was washed with brine (10 mL) and the solvent evaporated. The crude product was purified by CC using chloroform/MeOH (95:5) as el... Reactants: O=C([O-])[O-], CN(C)C=O, CC(C)c1onc(-c2c(Cl)cccc2Cl)c1COc1ccc(CCl)c(Cl)c1, [I-], [K+], [K+], [Na+], COC(=O)c1ccc(O)cc1. Product: COC(=O)c1ccc(OCc2ccc(OCc3c(-c4c(Cl)cccc4Cl)noc3C(C)C)cc2Cl)cc1. As a reaction SMILES: [C:28](=[O:29])([O-:30])[O-:31].[CH3:47][N:48]([CH3:49])[CH:50]=[O:51].[Cl:1][c:2]1[cH:3][c:4]([O:5][CH2:6][c:7]2[c:8](-[c:15]3[c:16]([Cl:22])[cH:17][cH:18][cH:19][c:20]3[Cl:21])[n:9][o:10][c:11]2[CH:12]([CH3:13])[CH3:14])[cH:23][cH:24][c:25]1[CH2:26][Cl:27].[I-:35].[K+:32].[K+:33].[Na+:34].[OH:36][c:37]1[cH:38][cH:39][c:40]([C:41](=[O:42])[O:43][CH3:44])[cH:45][cH:46]1>>[Cl:1][c:2]1[cH:3][c:4]([O:5][CH2:6][c:7]2[c:8](-[c:15]3[c:16]([Cl:22])[cH:17][cH:18][cH:19][c:20]3[Cl:21])[n:9][o:10][c:11]2[CH:12]([CH3:13])[CH3:14])[cH:23][cH:24][c:25]1[CH2:26][O:36][c:37]1[cH:38][cH:39][c:40]([C:41](=[O:42])[O:43][CH3:44])[cH:45][cH:46]1. Starting materials: C(C)C1=CC=C(C=C1)C1CC(CNC1)C(=O)OC (methyl 5-(4-ethylphenyl)piperidine-3-carboxylate), N1(CCCC1)C(=O)Cl (pyrrolidine-1-carbonyl chloride). The product is C(C)C1=CC=C(C=C1)C1CC(CN(C1)C(=O)N1CCCC1)C(=O)OC (Methyl 5-(4-ethylphenyl)-1-(pyrrolidin-1-ylcarbonyl)piperidine-3-carboxylate). As a reaction SMILES: [CH2:1]([C:3]1[CH:8]=[CH:7][C:6]([CH:9]2[CH2:14][NH:13][CH2:12][CH:11]([C:15]([O:17][CH3:18])=[O:16])[CH2:10]2)=[CH:5][CH:4]=1)[CH3:2].[N:19]1([C:24](Cl)=[O:25])[CH2:23][CH2:22][CH2:21][CH2:20]1>>[CH2:1]([C:3]1[CH:4]=[CH:5][C:6]([CH:9]2[CH2:14][N:13]([C:24]([N:19]3[CH2:23][CH2:22][CH2:21][CH2:20]3)=[O:25])[CH2:12][CH:11]([C:15]([O:17][CH3:18])=[O:16])[CH2:10]2)=[CH:7][CH:8]=1)[CH3:2]. Procedure: 6.7 g (24.1 mmol) of methyl 5-(4-ethylphenyl)piperidine-3-carboxylate and 4.2 g (31.4 mmol, 1.3 eq.) of pyrrolidine-1-carbonyl chloride were reacted according to General Method 3A. Yield: 7.6 g (91% of theory) Starting materials: CC1(N(CCNC1)CC1=C2C(=NC(=C1)C1=C(C=C(C=C1)O)F)N(N=C2C)C2OCCCC2)C (4-[4-(2,2-dimethyl-piperazin-1-ylmethyl)-3-methyl-1-(tetrahydro-pyran-2-yl)-1H-pyrazolo[3,4-b]pyridin-6-yl]-3-fluoro-phenol), Cl (HCl). Run in O1CCCC1 (tetrahydrofurane). Product: CC1(N(CCNC1)CC1=C2C(=NC(=C1)C1=C(C=C(C=C1)O)F)NN=C2C)C (4-[4-(2,2-Dimethyl-piperazin-1-ylmethyl)-3-methyl-1H-pyrazolo[3,4-b]pyridin-6-yl]-3-fluoro-phenol). Yield: 56.7%. RXN SMILES: [CH3:1][C:2]1([CH3:33])[CH2:7][NH:6][CH2:5][CH2:4][N:3]1[CH2:8][C:9]1[CH:14]=[C:13]([C:15]2[CH:20]=[CH:19][C:18]([OH:21])=[CH:17][C:16]=2[F:22])[N:12]=[C:11]2[N:23](C3CCCCO3)[N:24]=[C:25]([CH3:26])[C:10]=12.Cl>O1CCCC1>[CH3:1][C:2]1([CH3:33])[CH2:7][NH:6][CH2:5][CH2:4][N:3]1[CH2:8][C:9]1[CH:14]=[C:13]([C:15]2[CH:20]=[CH:19][C:18]([OH:21])=[CH:17][C:16]=2[F:22])[N:12]=[C:11]2[NH:23][N:24]=[C:25]([CH3:26])[C:10]=12. Reported procedure: 130 mg 4-[4-(2,2-dimethyl-piperazin-1-ylmethyl)-3-methyl-1-(tetrahydro-pyran-2-yl)-1H-pyrazolo[3,4-b]pyridin-6-yl]-3-fluoro-phenol were dissolved in 5 ml dry tetrahydrofurane and 1 ml HCl (4N in 1,4-dioxane) was added. After stirring the reaction at r.t. for 60 min the volatiles were removed in vacuo and the resulting residue was purified by flash chromatography (silica, heptane/ethyl acetate/methanol gradient). 60 mg (23%) of the title compound were obtained. The reactants are ClC1=CC(=NC(=N1)C)NC1=C(C=CC=C1)S(=O)(=O)C(C)C (6-chloro-2-methyl-N-[2-(propan-2-ylsulfonyl)phenyl]pyrimidin-4-amine), COC1=C(N)C=CC(=C1)N1CCC(CC1)N1CCN(CC1)C (2-methoxy-4-[4-(4-methylpiperazin-1-yl)piperidin-1-yl]aniline). The solvent is COCCO (2-methoxyethanol). Yields the product COC1=C(C=CC(=C1)N1CCC(CC1)N1CCN(CC1)C)NC1=NC(=NC(=C1)NC1=C(C=CC=C1)S(=O)(=O)C(C)C)C (N-{2-methoxy-4-[4-(4-methylpiperazin-1-yl)piperidin-1-yl]phenyl}-2-methyl-N′-[2-(propan-2-ylsulfonyl)phenyl]pyrimidine-4,6-diamine). As a reaction SMILES: Cl[C:2]1[N:7]=[C:6]([CH3:8])[N:5]=[C:4]([NH:9][C:10]2[CH:15]=[CH:14][CH:13]=[CH:12][C:11]=2[S:16]([CH:19]([CH3:21])[CH3:20])(=[O:18])=[O:17])[CH:3]=1.[CH3:22][O:23][C:24]1[CH:30]=[C:29]([N:31]2[CH2:36][CH2:35][CH:34]([N:37]3[CH2:42][CH2:41][N:40]([CH3:43])[CH2:39][CH2:38]3)[CH2:33][CH2:32]2)[CH:28]=[CH:27][C:25]=1[NH2:26]>COCCO>[CH3:22][O:23][C:24]1[CH:30]=[C:29]([N:31]2[CH2:36][CH2:35][CH:34]([N:37]3[CH2:42][CH2:41][N:40]([CH3:43])[CH2:39][CH2:38]3)[CH2:33][CH2:32]2)[CH:28]=[CH:27][C:25]=1[NH:26][C:2]1[CH:3]=[C:4]([NH:9][C:10]2[CH:15]=[CH:14][CH:13]=[CH:12][C:11]=2[S:16]([CH:19]([CH3:21])[CH3:20])(=[O:18])=[O:17])[N:5]=[C:6]([CH3:8])[N:7]=1. Procedure details: To the compound 6-chloro-2-methyl-N-[2-(propan-2-ylsulfonyl)phenyl]pyrimidin-4-amine (0.16 mmol) in 1 mL of 2-methoxyethanol is added 2-methoxy-4-[4-(4-methylpiperazin-1-yl)piperidin-1-yl]aniline (0.71 g, 0.16 mmol). The mixture is stirred at 110° C. until formation of the desired compound. The mixture is basified with saturated sodium bicarbonate solution and extracted with limited amount of ethyl acetate. The compound can be purified by chromatography. Reactants: C(C)OP(=O)(OCC)CS(=O)(=O)N1CCN(CC1)C1=NC=CC(=C1)C (1-(diethoxyphosphorylmethylsulfonyl)-4-(4-methyl-2-pyridyl)piperazine), 4A, [H-].[Na+] (sodium hydride), FC(C(O)OC)(C(F)(F)F)F (2,2,3,3,3-pentafluoro-1-methoxy-propan-1-ol). The solvent is C1CCOC1 (THF). Run at time 10 minute. The product is CC1=CC(=NC=C1)N1CCN(CC1)S(=O)(=O)\C=C\C(C(F)(F)F)(F)F (1-(4-Methyl-2-pyridyl)-4-[(E)-3,3,4,4,4-pentafluorobut-1-enyl]sulfonyl-piperazine). Isolated yield 55.0%. RXN SMILES: C(OP([CH2:9][S:10]([N:13]1[CH2:18][CH2:17][N:16]([C:19]2[CH:24]=[C:23]([CH3:25])[CH:22]=[CH:21][N:20]=2)[CH2:15][CH2:14]1)(=[O:12])=[O:11])(OCC)=O)C.[H-].[Na+].[F:28][C:29]([F:38])([C:34]([F:37])([F:36])[F:35])[CH:30](OC)O>C1COCC1>[CH3:25][C:23]1[CH:22]=[CH:21][N:20]=[C:19]([N:16]2[CH2:15][CH2:14][N:13]([S:10](/[CH:9]=[CH:30]/[C:29]([F:38])([F:28])[C:34]([F:37])([F:36])[F:35])(=[O:11])=[O:12])[CH2:18][CH2:17]2)[CH:24]=1 |f:1.2|. Procedure: To a solution of 1-(diethoxyphosphorylmethylsulfonyl)-4-(4-methyl-2-pyridyl)piperazine (242 mg, 0.618 mmol) in anhydrous THF (25 ml) were added molsieves 4A and sodium hydride (60%, 38 mg, 0.95 mmol) under nitrogen and the mixture was stirred at room temperature for 10 minutes. The mixture was cooled to 0° C. and 2,2,3,3,3-pentafluoro-1-methoxy-propan-1-ol (300 mg, 1.67 mmol) was added. The mixture was stirred at 0° C. for 30 minutes and then allowed to reach room temperature over one hour. The ... Reactants: [Br-], C[Mg+], COCCOC, CC(C)Oc1ccc2c(C(=O)NCc3ccc(F)c(F)c3)c(C=O)n(Cc3ccccn3)c2c1. Yields the product CC(C)Oc1ccc2c(C(=O)NCc3ccc(F)c(F)c3)c(C(C)O)n(Cc3ccccn3)c2c1. Reaction SMILES: [Br-:35].[CH3:36][Mg+:37].[CH3:38][O:39][CH2:40][CH2:41][O:42][CH3:43].[F:1][c:2]1[cH:3][c:4]([CH2:5][NH:6][C:7](=[O:8])[c:9]2[c:10]([CH:29]=[O:30])[n:11]([CH2:22][c:23]3[n:24][cH:25][cH:26][cH:27][cH:28]3)[c:12]3[cH:13][c:14]([O:18][CH:19]([CH3:20])[CH3:21])[cH:15][cH:16][c:17]23)[cH:31][cH:32][c:33]1[F:34]>>[F:1][c:2]1[cH:3][c:4]([CH2:5][NH:6][C:7](=[O:8])[c:9]2[c:10]([CH:29]([OH:30])[CH3:36])[n:11]([CH2:22][c:23]3[n:24][cH:25][cH:26][cH:27][cH:28]3)[c:12]3[cH:13][c:14]([O:18][CH:19]([CH3:20])[CH3:21])[cH:15][cH:16][c:17]23)[cH:31][cH:32][c:33]1[F:34]. Reactants: CC1=C2CCC(C2=C(C(=C1)[N+](=O)[O-])O)=O (4-methyl-6-nitro-7-hydroxy-1-indanone). The reagents and catalysts are [C].[Pd] (palladium carbon). Run in CN(C=O)C (dimethylformamide). Yields the product NC1=CC(=C2CCC(C2=C1O)=O)C (6-amino-4-methyl-7-hydroxy-1-indanone). The yield is 77.8%. As a reaction SMILES: [CH3:1][C:2]1[CH:10]=[C:9]([N+:11]([O-])=O)[C:8]([OH:14])=[C:7]2[C:3]=1[CH2:4][CH2:5][C:6]2=[O:15]>CN(C)C=O.[C].[Pd]>[NH2:11][C:9]1[C:8]([OH:14])=[C:7]2[C:3]([CH2:4][CH2:5][C:6]2=[O:15])=[C:2]([CH3:1])[CH:10]=1 |f:2.3|. Reported procedure: Into a solution of 26.0 g of 4-methyl-6-nitro-7-hydroxy-1-indanone in 50 ml of dimethylformamide was added 2.6 g of 10% palladium carbon, then the mixture was subjected to a catalytic hydrogenation under an atmospheric pressure at 0° C. to a room temperature. The catalyst was removed by filtration and the solvent was removed by evaporation to obtain 17.3 g of 6-amino-4-methyl-7-hydroxy-1-indanone.